From a dataset of the Open Reaction Database (ORD), a public repository of structured organic reaction records. describe an organic reaction: reactants, conditions, products, and yield Reactants: CS(=O)(=O)Cl, Cc1ccc(NCCCN2CCN(c3ccccc3N)CC2)c(C(=O)N(C)C)c1, c1ccncc1. The product is Cl, Cc1ccc(NCCCN2CCN(c3ccccc3NS(C)(=O)=O)CC2)c(C(=O)N(C)C)c1. As a reaction SMILES: [CH3:30][S:31]([Cl:32])(=[O:33])=[O:34].[NH2:1][c:2]1[c:3]([N:8]2[CH2:9][CH2:10][N:11]([CH2:14][CH2:15][CH2:16][NH:17][c:18]3[c:19]([C:20](=[O:21])[N:22]([CH3:23])[CH3:24])[cH:25][c:26]([CH3:29])[cH:27][cH:28]3)[CH2:12][CH2:13]2)[cH:4][cH:5][cH:6][cH:7]1.[cH:35]1[cH:36][cH:37][n:38][cH:39][cH:40]1>>[ClH:32].[NH:1]([c:2]1[c:3]([N:8]2[CH2:9][CH2:10][N:11]([CH2:14][CH2:15][CH2:16][NH:17][c:18]3[c:19]([C:20](=[O:21])[N:22]([CH3:23])[CH3:24])[cH:25][c:26]([CH3:29])[cH:27][cH:28]3)[CH2:12][CH2:13]2)[cH:4][cH:5][cH:6][cH:7]1)[S:31]([CH3:30])(=[O:33])=[O:34]. Reactants: CCCCCCCCC1(COc2ccc([N+](=O)[O-])cc2)CCc2c(C)c(OC(C)=O)c(C)c(C)c2O1, CO, [H][H], c1ccccc1. Yields the product CCCCCCCCC1(COc2ccc(N)cc2)CCc2c(C)c(OC(C)=O)c(C)c(C)c2O1. As a reaction SMILES: [C:1]([CH3:2])(=[O:3])[O:4][c:5]1[c:6]([CH3:36])[c:7]2[c:12]([c:13]([CH3:16])[c:14]1[CH3:15])[O:11][C:10]([CH2:17][CH2:18][CH2:19][CH2:20][CH2:21][CH2:22][CH2:23][CH3:24])([CH2:25][O:26][c:27]1[cH:28][cH:29][c:30]([N+:33]([O-:34])=[O:35])[cH:31][cH:32]1)[CH2:9][CH2:8]2.[CH3:37][OH:38].[H:39][H:40].[cH:41]1[cH:42][cH:43][cH:44][cH:45][cH:46]1>>[C:1]([CH3:2])(=[O:3])[O:4][c:5]1[c:6]([CH3:36])[c:7]2[c:12]([c:13]([CH3:16])[c:14]1[CH3:15])[O:11][C:10]([CH2:17][CH2:18][CH2:19][CH2:20][CH2:21][CH2:22][CH2:23][CH3:24])([CH2:25][O:26][c:27]1[cH:28][cH:29][c:30]([NH2:33])[cH:31][cH:32]1)[CH2:9][CH2:8]2. Reactants: BrC1=CC(=C(C=C1)C(C#N)(C)C)C (2-(4-bromo-2-methylphenyl)-2-methylpropanenitrile), C(CCC)[Li] (n-butyllithium), CON(C(C)=O)C (N-methoxy-N-methyl-acetamide). Conditions: time 10 minute. Yield: 67.6%. Procedure: To a stirred solution of 2-(4-bromo-2-methylphenyl)-2-methylpropanenitrile (3.1 g, 13.0 mmol) in anhydrous THF (75 mL) at −78° C. is added n-butyllithium (2 M in c-hexane) (7.16 mL, 14.3 mmol). This reaction mixture is stirred at that temperature 10 min., then N-methoxy-N-methyl-acetamide (2.77 mL, 26.0 mmol) is added and the solution is then warmed up to room temperature over 1 h. Acidic brine (30 mL of brine, 15 mL of 3% HCl aq) is then slowly added and the solution extracted with EtOAc (3×100... The product is C(C)(=O)C1=CC(=C(C=C1)C(C#N)(C)C)C (2-(4-acetyl-2-methylphenyl)-2-methylpropanenitrile). As a reaction SMILES: Br[C:2]1[CH:7]=[CH:6][C:5]([C:8]([CH3:12])([CH3:11])[C:9]#[N:10])=[C:4]([CH3:13])[CH:3]=1.C([Li])CCC.CON(C)[C:22](=[O:24])[CH3:23]>C1COCC1.[Cl-].[Na+].O>[C:22]([C:2]1[CH:7]=[CH:6][C:5]([C:8]([CH3:12])([CH3:11])[C:9]#[N:10])=[C:4]([CH3:13])[CH:3]=1)(=[O:24])[CH3:23] |f:4.5.6|. The solvent is [Cl-].[Na+].O (brine), C1CCOC1 (THF). The reactants are O (water), C(#N)C(C(=O)OCC(CCCC)CC)=C(C1=CC=CC=C1)C1=CC=CC=C1 (2-Ethylhexyl 2-cyano-3,3-diphenylacrylate), [3H][3H] (hydrogen 3). Reagents/catalysts: [Pd] (Pd/C). Solvent: O1CCCC1 (tetrahydrofuran). Yields the product C(#N)C(C(=O)OCC(CCCC)CC)C(C1=CC=CC=C1)C1=CC=CC=C1 (2-ethylhexyl 2-cyano-3,3,-diphenyl-propionate). Reaction SMILES: [C:1]([C:3](=[C:15]([C:22]1[CH:27]=[CH:26][CH:25]=[CH:24][CH:23]=1)[C:16]1[CH:21]=[CH:20][CH:19]=[CH:18][CH:17]=1)[C:4]([O:6][CH2:7][CH:8]([CH2:13][CH3:14])[CH2:9][CH2:10][CH2:11][CH3:12])=[O:5])#[N:2].O.[3H][3H]>O1CCCC1.[Pd]>[C:1]([CH:3]([CH:15]([C:16]1[CH:17]=[CH:18][CH:19]=[CH:20][CH:21]=1)[C:22]1[CH:27]=[CH:26][CH:25]=[CH:24][CH:23]=1)[C:4]([O:6][CH2:7][CH:8]([CH2:13][CH3:14])[CH2:9][CH2:10][CH2:11][CH3:12])=[O:5])#[N:2]. Procedure details: 2-Ethylhexyl 2-cyano-3,3-diphenylacrylate (Eusolex® OCR; Merck) is dissolved in tetrahydrofuran (THF), and 5% Pd/C (56% water; Merck: Art. No. 275175) is added. The hydrogenation is subsequently carried out with hydrogen 3.0 at room temperature and atmospheric pressure. The catalyst is separated off by filtration. The filtrate is freed from solvent in vacuo, and the residue is washed. The organic phase is dried over sodium sulfate, and the solvent is removed in vacuo. The purification is carried... Reactants: FC1=CC=2C(=NC=3N(C=C(C(C3C2)=O)C(=O)O)C)C=C1F (7,8-difluoro-1-methyl-4-oxo-1,4-dihydrobenzo[b][1,8]naphthyridine-3-carboxylic acid), NC1=C(C=C(C=C1)C1NCCNC1)OC ((RS)-2-(4-amino-3-methoxyphenyl)piperazine). The product is NC1=C(C=C(C=C1)C1CN(CCN1)C=1C=CC=2C(=NC=3N(C=C(C(C3C2)=O)C(=O)O)C)C1)OC ((RS)-8-[3-(4-amino-3-methoxyphenyl)-1-piperazinyl]-1-methyl-4-oxo-1,4-dihydrobenzo[b][1,8]-naphthyridine-3-carboxylic acid). The yield is 76.2%. Reaction SMILES: F[C:2]1[C:20](F)=[CH:19][C:5]2=[N:6][C:7]3[N:8]([CH3:18])[CH:9]=[C:10]([C:15]([OH:17])=[O:16])[C:11](=[O:14])[C:12]=3[CH:13]=[C:4]2[CH:3]=1.[NH2:22][C:23]1[CH:28]=[CH:27][C:26]([CH:29]2[CH2:34][NH:33][CH2:32][CH2:31][NH:30]2)=[CH:25][C:24]=1[O:35][CH3:36]>>[NH2:22][C:23]1[CH:28]=[CH:27][C:26]([CH:29]2[NH:30][CH2:31][CH2:32][N:33]([C:20]3[CH:2]=[CH:3][C:4]4[C:5]([CH:19]=3)=[N:6][C:7]3[N:8]([CH3:18])[CH:9]=[C:10]([C:15]([OH:17])=[O:16])[C:11](=[O:14])[C:12]=3[CH:13]=4)[CH2:34]2)=[CH:25][C:24]=1[O:35][CH3:36]. Reported procedure: Working under the conditions of Example 16, but starting with 7,8-difluoro-1-methyl-4-oxo-1,4-dihydrobenzo[b][1,8]naphthyridine-3-carboxylic acid (1.16 g) and (RS)-2-(4-amino-3-methoxyphenyl)piperazine (1.82 g), (RS)-8-[3-(4-amino-3-methoxyphenyl)-1-piperazinyl]-1-methyl-4-oxo-1,4-dihydrobenzo[b][1,8]-naphthyridine-3-carboxylic acid (1.40 g) is obtained in the form of a yellow solid, decomposing at 259° C. Reactants: O(C1=CC=CC=C1)C(=O)C1=C(C2=CC=CC=C2C(=C1)O)O (2-phenoxycarbonyl-1,4-dihydroxynaphthalene), C(CCCCCCCCCCC)N (laurylamine). Solvent: C(C)#N (acetonitrile). Yields the product C(CCCCCCCCCCC)NC(=O)C1=C(C2=CC=CC=C2C(=C1)O)O (2-laurylcarbamoyl-1,4-dihydroxynaphthalene). RXN SMILES: O([C:8]([C:10]1[CH:19]=[C:18]([OH:20])[C:17]2[C:12](=[CH:13][CH:14]=[CH:15][CH:16]=2)[C:11]=1[OH:21])=[O:9])C1C=CC=CC=1.[CH2:22]([NH2:34])[CH2:23][CH2:24][CH2:25][CH2:26][CH2:27][CH2:28][CH2:29][CH2:30][CH2:31][CH2:32][CH3:33]>C(#N)C>[CH2:22]([NH:34][C:8]([C:10]1[CH:19]=[C:18]([OH:20])[C:17]2[C:12](=[CH:13][CH:14]=[CH:15][CH:16]=2)[C:11]=1[OH:21])=[O:9])[CH2:23][CH2:24][CH2:25][CH2:26][CH2:27][CH2:28][CH2:29][CH2:30][CH2:31][CH2:32][CH3:33]. Procedure: 2-phenoxycarbonyl-1,4-dihydroxynaphthalene (28 g) was suspended in acetonitrile (150 ml) and laurylamine (22.2 g) was dropwise added. The resulting mixture was refluxed for 4 hours. After completion of the reaction, the reaction mixture was cooled and the produced crystals were filtered off. (Yield: 26.8 g)